From a dataset of the Open Reaction Database (ORD), a public repository of structured organic reaction records. describe an organic reaction: reactants, conditions, products, and yield The reactants are C1(CC1)C(=O)C1=CC=C(C=C1)N1C=NC=C1 (cyclopropyl-[4-(lH-imidazol-1-yl)phenyl]methanone), CC=1NC=CN1 (2methylimidazole). Yields the product N1(C=NC=C1)C1=CC=C(C=C1)C=1C=2N(CCC1)C(=NC2)C (5,6-Dihydro-8-[4-(lH-imidazol-l-yl)pheny]-3-methylimidazo-[1,5-a]pyridine). Reaction SMILES: [CH:1]1([C:4]([C:6]2[CH:11]=[CH:10][C:9]([N:12]3[CH:16]=[CH:15][N:14]=[CH:13]3)=[CH:8][CH:7]=2)=O)[CH2:3][CH2:2]1.[CH3:17][C:18]1[NH:19][CH:20]=[CH:21][N:22]=1>>[N:12]1([C:9]2[CH:8]=[CH:7][C:6]([C:4]3[C:20]4[N:19]([C:18]([CH3:17])=[N:22][CH:21]=4)[CH2:2][CH2:3][CH:1]=3)=[CH:11][CH:10]=2)[CH:16]=[CH:15][N:14]=[CH:13]1. Procedure: Combine 100 g (0.47 mol) of cyclopropyl-[4-(lH-imidazol-1-yl)phenyl]methanone with 300 g (3.7 mol) of 2methylimidazole and heat to 175° C. under argon for 14 hr. Crystallization from acetonitrile provides the title compound. The reactants are O (water), CC1=CC2=C(N=CN2)C=C1C (5,6-dimethylbenzimidazole), ClCCCO (3-chloro-1-propanol), [H-].[Na+] (NaH). Solvent: CN(C=O)C (N,N-dimethylformamide). Conditions: time 30 minute. Yields the product OCCCN1C=NC2=C1C=C(C(=C2)C)C (1-(3-hydroxypropyl)-5,6-dimethylbenzimidazole). As a reaction SMILES: [CH3:1][C:2]1[C:10]([CH3:11])=[CH:9][C:5]2[N:6]=[CH:7][NH:8][C:4]=2[CH:3]=1.[H-].[Na+].Cl[CH2:15][CH2:16][CH2:17][OH:18].O>CN(C)C=O>[OH:18][CH2:17][CH2:16][CH2:15][N:6]1[C:5]2[CH:9]=[C:10]([CH3:11])[C:2]([CH3:1])=[CH:3][C:4]=2[N:8]=[CH:7]1 |f:1.2|. Reported procedure: To a solution of 1.46 g of 5,6-dimethylbenzimidazole dissolved in 50 ml of dry N,N-dimethylformamide was added 0.76 g of NaH, the mixture was stirred at room temperature for 30 minutes. To the mixture was added dropwise 5 ml of 3-chloro-1-propanol, and the reaction was carried out by stirring at room temperature for 2 days, followed by an addition of water to stop the reaction. Subsequently, according to the same processes as in Example 1, crude 1-(3-hydroxypropyl)-5,6-dimethylbenzimidazole was ... Product: CCCOc1cc(C(F)(F)F)ccc1C=CC(=O)O. Reactants: C1CCOC1, CCCOc1cc(C(F)(F)F)ccc1C=CC(=O)OC, CO, [Li+], [OH-]. Reaction SMILES: [CH2:23]1[O:24][CH2:25][CH2:26][CH2:27]1.[CH3:1][O:2][C:3]([CH:4]=[CH:5][c:6]1[c:7]([O:16][CH2:17][CH2:18][CH3:19])[cH:8][c:9]([C:12]([F:13])([F:14])[F:15])[cH:10][cH:11]1)=[O:20].[CH3:28][OH:29].[Li+:22].[OH-:21]>>[O:2]=[C:3]([CH:4]=[CH:5][c:6]1[c:7]([O:16][CH2:17][CH2:18][CH3:19])[cH:8][c:9]([C:12]([F:13])([F:14])[F:15])[cH:10][cH:11]1)[OH:20]. Procedure details: Prepared in analogy to Example A16(a) from 4-Fluoro-6-trifluoromethyl-3H-isobenzofuran-1-one e and sodium borohydride. Colorless oil. MS (m/e): 225.1 ([M+H+, 100%). RXN SMILES: [F:1][C:2]1[CH:10]=[C:9]([C:11]([F:14])([F:13])[F:12])[CH:8]=[C:7]2[C:3]=1[CH2:4][O:5][C:6]2=[O:15].[BH4-].[Na+]>>[F:1][C:2]1[CH:10]=[C:9]([C:11]([F:14])([F:13])[F:12])[CH:8]=[C:7]([CH2:6][OH:15])[C:3]=1[CH2:4][OH:5] |f:1.2|. The reactants are FC1=C2COC(C2=CC(=C1)C(F)(F)F)=O (4-Fluoro-6-trifluoromethyl-3H-isobenzofuran-1-one), [BH4-].[Na+] (sodium borohydride). Yields the product FC1=C(C(=CC(=C1)C(F)(F)F)CO)CO ((2-Fluoro-6-hydroxymethyl-4-trifluoromethyl-phenyl)-methanol).